From a dataset of the Open Reaction Database (ORD), a public repository of structured organic reaction records. describe an organic reaction: reactants, conditions, products, and yield Reaction SMILES: [Br:1][C:2]1[CH:13]=[CH:12][C:5]2[CH2:6][CH2:7][CH2:8][CH2:9][C:10](=[O:11])[C:4]=2[CH:3]=1.[BH4-].[Na+].C(=O)(O)[O-].[Na+]>C(O)C>[Br:1][C:2]1[CH:13]=[CH:12][C:5]2[CH2:6][CH2:7][CH2:8][CH2:9][CH:10]([OH:11])[C:4]=2[CH:3]=1 |f:1.2,3.4|. Solvent: C(C)O (ethanol). Reported procedure: To a stirred solution of 1.91 g (8.0 mmol) of 3-bromo-6,7,8,9-tetrahydro-5H-benzo[7]annulen-5-one (J. Med. Chem. 2000, 43, 2049-2063) in 40 mL of ethanol under nitrogen cooled in an ice-bath was added 0.635 g (16.8 mmol, 2.1 equiv) of sodium borohydride. After three hours 32 mL of saturated sodium bicarbonate solution was added, and the mixture was concentrated under reduced pressure to remove the ethanol. The aqueous residue was diluted with 8 mL water and extracted with 2×80 mL of ethyl acetat... Starting materials: [BH4-].[Na+] (sodium borohydride), BrC1=CC2=C(CCCCC2=O)C=C1 (3-bromo-6,7,8,9-tetrahydro-5H-benzo[7]annulen-5-one), C([O-])(O)=O.[Na+] (sodium bicarbonate). Yields the product BrC1=CC2=C(CCCCC2O)C=C1 (3-Bromo-6,7,8,9-tetrahydro-5H-benzo[7]annulen-5-ol). Reactants: NC=1C(=CC(=NC1)F)C(=O)O (5-amino-2-fluoropyridine-4-carboxylic acid), C(=O)N (formamide). The product is FC1=CC2=C(N=CNC2=O)C=N1 (6-fluoro-3H-pyrido[3,4-d]pyrimidin-4-one). Yield: 20.0%. Reaction SMILES: [NH2:1][C:2]1[C:3]([C:9]([OH:11])=O)=[CH:4][C:5]([F:8])=[N:6][CH:7]=1.[CH:12]([NH2:14])=O>>[F:8][C:5]1[N:6]=[CH:7][C:2]2[N:1]=[CH:12][NH:14][C:9](=[O:11])[C:3]=2[CH:4]=1. Reported procedure: Reaction of 5-amino-2-fluoropyridine-4-carboxylic acid with formamide at 140° C. as above gave 6-fluoro-3H-pyrido[3,4-d]pyrimidin-4-one (˜20%). 1H NMR (DMSO) δ 12.48 (1H, m), 8.74 (1H, s), 8.16 (1H, s), 7.63 (1H, d, J=3 Hz).